This data is from the Open Reaction Database (ORD), a public repository of structured organic reaction records. The task is: describe an organic reaction: reactants, conditions, products, and yield Reactants: COC1=C(OC)C(=O)C(Cc2cccc(C(=O)Nc3ccc(N4CCOCC4)cc3)c2OC(C)=O)=C(C)C1=O, CO, [Na+], O, O=C([O-])O. The product is COC1=C(OC)C(=O)C(Cc2cccc(C(=O)Nc3ccc(N4CCOCC4)cc3)c2O)=C(C)C1=O. Reaction SMILES: [CH3:1][O:2][C:3]1=[C:8]([O:9][CH3:10])[C:7](=[O:11])[C:6]([CH2:12][c:13]2[c:14]([O:34][C:35](=[O:36])[CH3:37])[c:15]([C:16](=[O:17])[NH:18][c:19]3[cH:20][cH:21][c:22]([N:25]4[CH2:26][CH2:27][O:28][CH2:29][CH2:30]4)[cH:23][cH:24]3)[cH:31][cH:32][cH:33]2)=[C:5]([CH3:38])[C:4]1=[O:39].[CH3:45][OH:46].[Na+:40].[OH2:47].[OH:41][C:42](=[O:43])[O-:44]>>[CH3:1][O:2][C:3]1=[C:8]([O:9][CH3:10])[C:7](=[O:11])[C:6]([CH2:12][c:13]2[c:14]([OH:34])[c:15]([C:16](=[O:17])[NH:18][c:19]3[cH:20][cH:21][c:22]([N:25]4[CH2:26][CH2:27][O:28][CH2:29][CH2:30]4)[cH:23][cH:24]3)[cH:31][cH:32][cH:33]2)=[C:5]([CH3:38])[C:4]1=[O:39]. Starting materials: Cc1nnc(Br)s1, O=C([O-])[O-], CCOC(C)=O, COCCOC, O=Cc1ccccc1B(O)O, [Na+], [Na+], O, c1ccc(P(c2ccccc2)(c2ccccc2)[Pd](P(c2ccccc2)(c2ccccc2)c2ccccc2)(P(c2ccccc2)(c2ccccc2)c2ccccc2)P(c2ccccc2)(c2ccccc2)c2ccccc2)cc1. Yields the product Cc1nnc(-c2ccccc2C=O)s1. As a reaction SMILES: [Br:1][c:2]1[s:3][c:4]([CH3:7])[n:5][n:6]1.[C:19](=[O:20])([O-:21])[O-:22].[CH3:109][CH2:110][O:111][C:112]([CH3:113])=[O:114].[CH3:26][O:27][CH2:28][CH2:29][O:30][CH3:31].[CH:8](=[O:9])[c:10]1[c:11]([B:16]([OH:17])[OH:18])[cH:12][cH:13][cH:14][cH:15]1.[Na+:23].[Na+:24].[OH2:25].[cH:32]1[cH:33][cH:34][c:35]([P:36]([Pd:37]([P:38]([c:39]2[cH:40][cH:41][cH:42][cH:43][cH:44]2)([c:45]2[cH:46][cH:47][cH:48][cH:49][cH:50]2)[c:51]2[cH:52][cH:53][cH:54][cH:55][cH:56]2)([P:57]([c:58]2[cH:59][cH:60][cH:61][cH:62][cH:63]2)([c:64]2[cH:65][cH:66][cH:67][cH:68][cH:69]2)[c:70]2[cH:71][cH:72][cH:73][cH:74][cH:75]2)[P:76]([c:77]2[cH:78][cH:79][cH:80][cH:81][cH:82]2)([c:83]2[cH:84][cH:85][cH:86][cH:87][cH:88]2)[c:89]2[cH:90][cH:91][cH:92][cH:93][cH:94]2)([c:95]2[cH:96][cH:97][cH:98][cH:99][cH:100]2)[c:101]2[cH:102][cH:103][cH:104][cH:105][cH:106]2)[cH:107][cH:108]1>>[c:2]1(-[c:11]2[c:10]([CH:8]=[O:9])[cH:15][cH:14][cH:13][cH:12]2)[s:3][c:4]([CH3:7])[n:5][n:6]1. Starting materials: CO, CC(=O)O, Cn1c(=O)c(-c2ccc(Br)cc2)cc2c3cc(-c4nc(CN=[N+]=[N-])cs4)ccc3n(C)c21. The product is Cn1c(=O)c(-c2ccc(Br)cc2)cc2c3cc(-c4nc(CN)cs4)ccc3n(C)c21. Reaction SMILES: [CH3:33][OH:34].[CH3:35][C:36](=[O:37])[OH:38].[N:1](=[N+:2]=[N-:3])[CH2:4][c:5]1[n:6][c:7](-[c:10]2[cH:11][c:12]3[c:13]4[c:14]([n:15]([CH3:19])[c:16]3[cH:17][cH:18]2)[n:20]([CH3:32])[c:21](=[O:31])[c:22](-[c:24]2[cH:25][cH:26][c:27]([Br:30])[cH:28][cH:29]2)[cH:23]4)[s:8][cH:9]1>>[NH2:1][CH2:4][c:5]1[n:6][c:7](-[c:10]2[cH:11][c:12]3[c:13]4[c:14]([n:15]([CH3:19])[c:16]3[cH:17][cH:18]2)[n:20]([CH3:32])[c:21](=[O:31])[c:22](-[c:24]2[cH:25][cH:26][c:27]([Br:30])[cH:28][cH:29]2)[cH:23]4)[s:8][cH:9]1. The reactants are O=C1N(CC(C12CCNCC2)C2=CC=CC=C2)CC=2C=C(C(=O)OC)C=CC2 (methyl 3-((1-oxo-4-phenyl-2,8-diazaspiro[4.5]decan-2-yl)methyl)benzoate), ICCCN1C(NC2=C1C=CC(C2)=O)=O (1-(3-iodopropyl)-1,3-dihydro-2H-benzimidazol-2-one-one), C([O-])([O-])=O.[K+].[K+] (potassium carbonate). Solvent: CN(C=O)C (N,N-dimethylformamide). Reported procedure: A mixture of methyl 3-((1-oxo-4-phenyl-2,8-diazaspiro[4.5]decan-2-yl)methyl)benzoate (500 mg, 1.206 mmol, 1 equiv), 1-(3-iodopropyl)-1,3-dihydro-2H-benzimidazol-2-one-one (364.4 mg, 1.206 mmol, 1 equiv), and potassium carbonate (500 mg, 3.62 mmol, 3 equiv) in N,N-dimethylformamide was stirred at 65° C. for 16 h. After cooling the reaction mixture, the crude mixture was partitioned between ethyl acetate and water. The organic layer was dried over MgSO4, filtered and concentrated in vacuo. The res... Yields the product O=C1N(CC(C12CCN(CC2)CCCN2C(NC1=C2C=CC=C1)=O)C1=CC=CC=C1)CC=1C=C(C(=O)OC)C=CC1 (methyl 3-((1-oxo-8-(3-(2-oxo-2,3-dihydro-1H-benzo[d]imidazol-1-yl)propyl)-4-phenyl-2,8-diazaspiro[4.5]decan-2-yl)methyl)benzoate). As a reaction SMILES: [O:1]=[C:2]1[C:6]2([CH2:11][CH2:10][NH:9][CH2:8][CH2:7]2)[CH:5]([C:12]2[CH:17]=[CH:16][CH:15]=[CH:14][CH:13]=2)[CH2:4][N:3]1[CH2:18][C:19]1[CH:20]=[C:21]([CH:26]=[CH:27][CH:28]=1)[C:22]([O:24][CH3:25])=[O:23].I[CH2:30][CH2:31][CH2:32][N:33]1[C:37]2[CH:38]=[CH:39][C:40](=O)[CH2:41][C:36]=2[NH:35][C:34]1=[O:43].C(=O)([O-])[O-].[K+].[K+]>CN(C)C=O>[O:1]=[C:2]1[C:6]2([CH2:11][CH2:10][N:9]([CH2:30][CH2:31][CH2:32][N:33]3[C:37]4[CH:38]=[CH:39][CH:40]=[CH:41][C:36]=4[NH:35][C:34]3=[O:43])[CH2:8][CH2:7]2)[CH:5]([C:12]2[CH:17]=[CH:16][CH:15]=[CH:14][CH:13]=2)[CH2:4][N:3]1[CH2:18][C:19]1[CH:20]=[C:21]([CH:26]=[CH:27][CH:28]=1)[C:22]([O:24][CH3:25])=[O:23] |f:2.3.4|. Conditions: temperature 65 celsius, time 16 hour. Isolated yield 62.4%. Starting materials: N[C@@H](CCSC)C(=O)O (methionine), steel. Solvent: O (water). The product is CSCCC1C(NC(C(N1)=O)CCSC)=O (3,6-bis[2-(methylthio)ethyl]-2,5-piperazinedione). RXN SMILES: [NH2:1][C@H:2]([C:7]([OH:9])=O)[CH2:3][CH2:4][S:5][CH3:6]>O>[CH3:6][S:5][CH2:4][CH2:3][CH:2]1[NH:1][C:7](=[O:9])[CH:2]([CH2:3][CH2:4][S:5][CH3:6])[NH:1][C:7]1=[O:9]. Procedure details: A suspension of 13.4 g (0.09 mol) of methionine, 17.2 g (0.09 mol, purity: 91%) of methioninehydantoin (IId) and 150 g of water were introduced into a 200 ml Roth steel autoclave with magnetic stirring and stirred at 160° C. for 6 hours, during which the pressure increased to 15 bar. From time to time, the autoclave was decompressed until the pressure settled at a constant 10 bar. The autoclave was then cooled in an ice bath, and the resulting suspension was filtered and the solid was washed wit... Starting materials: ClC1=NC(=CC(=N1)N(C1CCOCC1)C)Cl ((2,6-dichloro-pyrimidin-4-yl)-methyl-(tetrahydro-pyran-4-yl)amine), C(=O)([O-])[O-].[Na+].[Na+] (Na2CO3), C(C)(C)(C)OC(N(C)CC(COC1=CC(=CC=C1)B1OC(C(O1)(C)C)(C)C)O[Si](C)(C)C(C)(C)C)=O ({2-(tert-Butyl-dimethyl-silanyloxy)-3-[3-(4,4,5,5-tetramethyl-[1,3,2]dioxaborolan-2-yl)-phenoxy]-propyl}-methyl-carbamic acid tert-butyl ester). Reagents/catalysts: C=1C=CC(=CC1)[P](C=2C=CC=CC2)(C=3C=CC=CC3)[Pd]([P](C=4C=CC=CC4)(C=5C=CC=CC5)C=6C=CC=CC6)([P](C=7C=CC=CC7)(C=8C=CC=CC8)C=9C=CC=CC9)[P](C=1C=CC=CC1)(C=1C=CC=CC1)C=1C=CC=CC1 (Pd(PPh3)4). The solvent is O1CCOCC1 (dioxane), O (H2O). Conditions: temperature 100 celsius, time 2 hour. Product: C(C)(C)(C)OC(N(C)CC(COC1=CC(=CC=C1)C1=NC(=CC(=N1)Cl)N(C1CCOCC1)C)O[Si](C)(C)C(C)(C)C)=O ([2-(tert-Butyl-dimethyl-silanyloxy)-3-(3-{4-chloro-6-[methyl-(tetrahydro-pyran-4-yl)-amino]-pyrimidin-2-yl}-phenoxy)-propyl]-methyl-carbamic acid tert-butyl ester). Isolated yield 44.5%. Reaction SMILES: Cl[C:2]1[N:7]=[C:6]([N:8]([CH3:15])[CH:9]2[CH2:14][CH2:13][O:12][CH2:11][CH2:10]2)[CH:5]=[C:4]([Cl:16])[N:3]=1.C([O-])([O-])=O.[Na+].[Na+].[C:23]([O:27][C:28](=[O:58])[N:29]([CH2:31][CH:32]([O:50][Si:51]([C:54]([CH3:57])([CH3:56])[CH3:55])([CH3:53])[CH3:52])[CH2:33][O:34][C:35]1[CH:40]=[CH:39][CH:38]=[C:37](B2OC(C)(C)C(C)(C)O2)[CH:36]=1)[CH3:30])([CH3:26])([CH3:25])[CH3:24]>O1CCOCC1.O.C1C=CC([P]([Pd]([P](C2C=CC=CC=2)(C2C=CC=CC=2)C2C=CC=CC=2)([P](C2C=CC=CC=2)(C2C=CC=CC=2)C2C=CC=CC=2)[P](C2C=CC=CC=2)(C2C=CC=CC=2)C2C=CC=CC=2)(C2C=CC=CC=2)C2C=CC=CC=2)=CC=1>[C:23]([O:27][C:28](=[O:58])[N:29]([CH2:31][CH:32]([O:50][Si:51]([C:54]([CH3:57])([CH3:56])[CH3:55])([CH3:52])[CH3:53])[CH2:33][O:34][C:35]1[CH:36]=[CH:37][CH:38]=[C:39]([C:2]2[N:3]=[C:4]([Cl:16])[CH:5]=[C:6]([N:8]([CH3:15])[CH:9]3[CH2:14][CH2:13][O:12][CH2:11][CH2:10]3)[N:7]=2)[CH:40]=1)[CH3:30])([CH3:24])([CH3:26])[CH3:25] |f:1.2.3,^1:69,71,90,109|. Procedure details: To a solution of (2,6-dichloro-pyrimidin-4-yl)-methyl-(tetrahydro-pyran-4-yl)amine (0.4 g, 1.5 mmol) in degassed dioxane and H2O (4/1, 25 mL) was added Na2CO3 (315 mg, 3.0 mmol); Pd(PPh3)4 (86 mg, 0.075 mmol) and {2-(tert-Butyl-dimethyl-silanyloxy)-3-[3-(4,4,5,5-tetramethyl-[1,3,2]dioxaborolan-2-yl)-phenoxy]-propyl}-methyl-carbamic acid tert-butyl ester (703 mg, 1.35 mmol). The system was purged with N2 stream and the mixture was stirred at 100° C. for 2 h., cooled to room temperature, diluted w...